Task: describe an organic reaction: reactants, conditions, products, and yield. Dataset: the Open Reaction Database (ORD), a public repository of structured organic reaction records Reactants: C1(=CC=CC=C1)C=1OC(=C(N1)C(=O)NC1=CC=C(C=C1)C1CCN(CC1)C1=CC=C(C(=O)O)C=C1)C(F)(F)F (4-(4-{4-[(2-phenyl-5-trifluoromethyl-oxazole-4-carbonyl)-amino]-phenyl}-piperidin-1-yl)-benzoic acid), C1(=CC=CC=C1)C=1OC(=C(N1)C(=O)NC1=CC=C(C=C1)C1CCN(CC1)C=1C=C(C(=O)O)C=CC1)C(F)(F)F (3-(4-{4-[(2-phenyl-5-trifluoromethyl-oxazole-4-carbonyl)-amino]-phenyl}-piperidin-1-yl)-benzoic acid), N1CCC(CC1)C1=CC=C(C=C1)NC(=O)C=1N=C(OC1CC)C1=CC=CC=C1 (2-phenyl-5-ethyl-oxazole-4-carboxylic acid (4-piperidin-4-yl-phenyl)-amide), C(C)(C)(C)OC(C1=CC=C(C=C1)Br)=O (4-bromobenzoic acid tert-butyl ester). Product: C(C)C1=C(N=C(O1)C1=CC=CC=C1)C(=O)NC1=CC=C(C=C1)C1CCN(CC1)C1=CC=C(C(=O)O)C=C1 (4-(4-{4-[(5-ethyl-2-phenyl-oxazole-4-carbonyl)-amino]-phenyl}-piperidin-1-yl)-benzoic acid). Reaction SMILES: [C:1]1([C:7]2[O:8][C:9]([C:36](F)(F)F)=[C:10]([C:12]([NH:14][C:15]3[CH:20]=[CH:19][C:18]([CH:21]4[CH2:26][CH2:25][N:24]([C:27]5[CH:35]=[CH:34][C:30]([C:31]([OH:33])=[O:32])=[CH:29][CH:28]=5)[CH2:23][CH2:22]4)=[CH:17][CH:16]=3)=[O:13])[N:11]=2)[CH:6]=[CH:5][CH:4]=[CH:3][CH:2]=1.[C:40]1(C2OC(C(F)(F)F)=C(C(NC3C=CC(C4CCN(C5C=C(C=CC=5)C(O)=O)CC4)=CC=3)=O)N=2)C=CC=CC=1.N1CCC(C2C=CC(NC(C3N=C(C4C=CC=CC=4)OC=3CC)=O)=CC=2)CC1.C(OC(=O)C1C=CC(Br)=CC=1)(C)(C)C>>[CH2:36]([C:9]1[O:8][C:7]([C:1]2[CH:6]=[CH:5][CH:4]=[CH:3][CH:2]=2)=[N:11][C:10]=1[C:12]([NH:14][C:15]1[CH:20]=[CH:19][C:18]([CH:21]2[CH2:26][CH2:25][N:24]([C:27]3[CH:35]=[CH:34][C:30]([C:31]([OH:33])=[O:32])=[CH:29][CH:28]=3)[CH2:23][CH2:22]2)=[CH:17][CH:16]=1)=[O:13])[CH3:40]. Procedure: With the same method used for the preparation of 4-(4-{4-[(2-phenyl-5-trifluoromethyl-oxazole-4-carbonyl)-amino]-phenyl}-piperidin-1-yl)-benzoic acid, 3-(4-{4-[(2-phenyl-5-trifluoromethyl-oxazole-4-carbonyl)-amino]-phenyl}-piperidin-1-yl)-benzoic acid was prepared from 2-phenyl-5-ethyl-oxazole-4-carboxylic acid (4-piperidin-4-yl-phenyl)-amide and 4-bromobenzoic acid tert-butyl ester. LC-MS for C30H29N3O4 (m/e) calcd 495, obsd 496 (M+H). 1H-NMR is consistent with the desired structure. The reactants are Brc1csc2cnccc12, C1CCCCC1, C1CCOC1, CI, CC(C)[N-]C(C)C, [Cl-], [Li+], [NH4+]. Product: Cc1sc2cnccc2c1Br. RXN SMILES: [Br:1][c:2]1[cH:3][s:4][c:5]2[cH:6][n:7][cH:8][cH:9][c:10]12.[CH2:19]1[CH2:20][CH2:21][CH2:22][CH2:23][CH2:24]1.[CH2:29]1[O:30][CH2:31][CH2:32][CH2:33]1.[CH3:25][I:26].[CH:11]([N-:12][CH:13]([CH3:14])[CH3:15])([CH3:16])[CH3:17].[Cl-:27].[Li+:18].[NH4+:28]>>[Br:1][c:2]1[c:3]([CH3:11])[s:4][c:5]2[cH:6][n:7][cH:8][cH:9][c:10]12. The reactants are C(C1=CC=CC=C1)(=O)O[C@@H]1[C@](O[C@H]([C@]1(C)F)N1C(NC(C=C1)=O)=O)(CI)F ((2R,3S,4R,5R)-5-(2,4-dioxo-3,4-dihydropyrimidin-1(2H)-yl)-2,4-difluor-O-2-(iodomethyl)-4-methyl-tetrahydrofuran-3-yl benzoate), O (water), C(C1=CC=CC=C1)(=O)[O-].[Na+] (sodium benzoate), C1COCCOCCOCCOCCOCCO1 (18-crown-6). The solvent is CS(=O)C (DMSO). Reaction conditions: temperature 100 celsius, time 18 hour. Product: C(C1=CC=CC=C1)(=O)O[C@@H]1[C@@](O[C@H]([C@]1(C)F)N1C(NC(C=C1)=O)=O)(CC(C1=CC=CC=C1)=O)F ((2R,3S,4R,5R)-5-(2,4-dioxo-3,4-dihydropyrimidin-1(2H)-yl)-2,4-difluor-O-2-benzoylmethyl-4-methyl-tetrahydrofuran-3-yl benzoate). Isolated yield 62.8%. Reaction SMILES: [C:1]([O:9][C@H:10]1[C@:14]([F:16])([CH3:15])[C@H:13]([N:17]2[CH:22]=[CH:21][C:20](=[O:23])[NH:19][C:18]2=[O:24])[O:12][C@:11]1([F:27])[CH2:25]I)(=[O:8])[C:2]1[CH:7]=[CH:6][CH:5]=[CH:4][CH:3]=1.[C:28]([O-])(=[O:35])[C:29]1[CH:34]=[CH:33][CH:32]=[CH:31][CH:30]=1.[Na+].C1OCCOCCOCCOCCOCCOC1.O>CS(C)=O>[C:1]([O:9][C@H:10]1[C@:14]([F:16])([CH3:15])[C@H:13]([N:17]2[CH:22]=[CH:21][C:20](=[O:23])[NH:19][C:18]2=[O:24])[O:12][C@@:11]1([F:27])[CH2:25][C:28](=[O:35])[C:29]1[CH:34]=[CH:33][CH:32]=[CH:31][CH:30]=1)(=[O:8])[C:2]1[CH:7]=[CH:6][CH:5]=[CH:4][CH:3]=1 |f:1.2|. Procedure: Chiral (2R,3S,4R,5R)-5-(2,4-dioxo-3,4-dihydropyrimidin-1(2H)-yl)-2,4-difluor-O-2-(iodomethyl)-4-methyl-tetrahydrofuran-3-yl benzoate (0.56 g, 1.15 mmol), sodium benzoate (0.825 g, 5.73 mmol) and 18-crown-6 (0.03 g, 0.115 mmol) were suspended in DMSO (20 mL), the solution was heated to 100° C. and stirred under nitrogen atmosphere for 18 h, then cooled to r.t., water (30 mL) was added into it, the mixture was extracted by EA (30 mL×3), the organic layer was washed with H2O, brine and H2O, removed... Starting materials: Cc1cc(O)nc(C=Cc2ccc(Cl)cc2Cl)n1, O=P(Cl)(Cl)Cl. Yields the product Cc1cc(Cl)nc(C=Cc2ccc(Cl)cc2Cl)n1. As a reaction SMILES: [Cl:1][c:2]1[c:3]([CH:9]=[CH:10][c:11]2[n:12][c:13]([CH3:18])[cH:14][c:15]([OH:17])[n:16]2)[cH:4][cH:5][c:6]([Cl:8])[cH:7]1.[P:19]([Cl:20])([Cl:21])([Cl:22])=[O:23]>>[Cl:1][c:2]1[c:3]([CH:9]=[CH:10][c:11]2[n:12][c:13]([CH3:18])[cH:14][c:15]([Cl:21])[n:16]2)[cH:4][cH:5][c:6]([Cl:8])[cH:7]1. Starting materials: compound 92, Cl.ClCC1=C(N=C2N1C=C(C=C2)C)C2=CC=C(C=C2)C (3-(chloromethyl)-6-methyl-2-p-tolylimidazo[1,2-a]pyridine hydrochloride), CC=1NC(SC1C)=S (4,5-dimethylthiazole-2(3H)-thione). Product: CC=1N(C(SC1C)=S)CC1=C(N=C2N1C=C(C=C2)C)C2=CC=C(C=C2)C (4,5-Dimethyl-3-(6-methyl-2-p-tolyl-imidazo[1,2-a]pyridin-3-ylmethyl)-3H-thiazole-2-thione). RXN SMILES: Cl.Cl[CH2:3][C:4]1[N:8]2[CH:9]=[C:10]([CH3:13])[CH:11]=[CH:12][C:7]2=[N:6][C:5]=1[C:14]1[CH:19]=[CH:18][C:17]([CH3:20])=[CH:16][CH:15]=1.[CH3:21][C:22]1[NH:23][C:24](=[S:28])[S:25][C:26]=1[CH3:27]>>[CH3:21][C:22]1[N:23]([CH2:3][C:4]2[N:8]3[CH:9]=[C:10]([CH3:13])[CH:11]=[CH:12][C:7]3=[N:6][C:5]=2[C:14]2[CH:19]=[CH:18][C:17]([CH3:20])=[CH:16][CH:15]=2)[C:24](=[S:28])[S:25][C:26]=1[CH3:27] |f:0.1|. Reported procedure: The title compound was prepared according to Method A and the experimentals described for compound 92 from 3-(chloromethyl)-6-methyl-2-p-tolylimidazo[1,2-a]pyridine hydrochloride and 4,5-dimethylthiazole-2(3H)-thione. m/e+ 380 for C21H22N3S2 [M+H]+; 1H-NMR (400 MHz, CDCl3) δ 7.96 (s, 1H), 7.65 (d, J=8.0 Hz, 2H), 7.55 (d, J=8.8 Hz, 1H), 7.26 (d, J=8.0 Hz, 2H), 7.08 (dd, J=1.4, 9.1 Hz, 1H), 4.83 (s, 2H), 2.39 (s, 3H), 2.35 (s, 3H), 2.29 (s, 3H), 2.28 (s, 3H) ppm; 13C-NMR (100 MHz, CDCl3, δ) 156.25... Reactants: O=C(OC(Cl)(Cl)Cl)OC(Cl)(Cl)Cl, CC(C)N1CCC(N)CC1, Nc1ccc2nc(NC3CCc4ccccc43)ccc2c1. The product is CC(C)N1CCC(NC(=O)Nc2ccc3nc(NC4CCc5ccccc54)ccc3c2)CC1. Reaction SMILES: [C:1]([O:2][C:3]([Cl:4])([Cl:5])[Cl:6])([O:7][C:8]([Cl:9])([Cl:10])[Cl:11])=[O:12].[CH:13]([CH3:14])([CH3:15])[N:16]1[CH2:17][CH2:18][CH:19]([NH2:22])[CH2:20][CH2:21]1.[CH:23]1([NH:32][c:33]2[n:34][c:35]3[cH:36][cH:37][c:38]([NH2:43])[cH:39][c:40]3[cH:41][cH:42]2)[CH2:24][CH2:25][c:26]2[cH:27][cH:28][cH:29][cH:30][c:31]21>>[C:1](=[O:12])([NH:22][CH:19]1[CH2:18][CH2:17][N:16]([CH:13]([CH3:14])[CH3:15])[CH2:21][CH2:20]1)[NH:43][c:38]1[cH:37][cH:36][c:35]2[n:34][c:33]([NH:32][CH:23]3[CH2:24][CH2:25][c:26]4[cH:27][cH:28][cH:29][cH:30][c:31]43)[cH:42][cH:41][c:40]2[cH:39]1.